Dataset: the Open Reaction Database (ORD), a public repository of structured organic reaction records. Task: describe an organic reaction: reactants, conditions, products, and yield Starting materials: C1(=CC=CC=C1)C(C(=O)O)=C (2-phenyl-acrylic acid), S(=O)(Cl)Cl (thionyl chloride). Product: C1(=CC=CC=C1)C(C(=O)Cl)=C (2-phenyl-acryloyl chloride). As a reaction SMILES: [C:1]1([C:7](=[CH2:11])[C:8](O)=[O:9])[CH:6]=[CH:5][CH:4]=[CH:3][CH:2]=1.S(Cl)([Cl:14])=O>>[C:1]1([C:7](=[CH2:11])[C:8]([Cl:14])=[O:9])[CH:6]=[CH:5][CH:4]=[CH:3][CH:2]=1. Reported procedure: is prepared by treating 2-phenyl-acrylic acid with thionyl chloride to afford 2-phenyl-acryloyl chloride. The latter is subsequently treated with N-methylalanine in dichloromethane according to the following literature: H. P. Ward, E. F. Jenkins J. Org. Chem. 1945, 10, 371-373. Reactants: C(C)(C)(C)OC(\C=C\C1=CN(C=C1)S(=O)(=O)C1=CC=C(C=C1)C)=O ((E)-3-[1-(toluene-4-sulfonyl)-1H-pyrrol-3yl]-acrylic acid tert-butyl ester), C(C)(C)(C)OC(\C=C\C1=CN(C=C1)S(=O)(=O)C1=CC=C(C=C1)C)=O ((E)-3-[1-(toluene-4-sulfonyl)-1H-pyrrol-3yl]-acrylic acid tert-butyl ester), FC(C(=O)O)(F)F (trifluoroacetic acid). Solvent: ClCCl (dichloromethane). Run at time 4 hour. Yields the product C1(=CC=C(C=C1)S(=O)(=O)N1C=C(C=C1)/C=C/C(=O)O)C ((E)-3-[1-(Toluene-4-sulfonyl)-1H-pyrrol-3yl]-acrylic acid). Yield: 70.9%. Reaction SMILES: C([O:5][C:6](=[O:24])/[CH:7]=[CH:8]/[C:9]1[CH:13]=[CH:12][N:11]([S:14]([C:17]2[CH:22]=[CH:21][C:20]([CH3:23])=[CH:19][CH:18]=2)(=[O:16])=[O:15])[CH:10]=1)(C)(C)C.FC(F)(F)C(O)=O>ClCCl>[C:20]1([CH3:23])[CH:19]=[CH:18][C:17]([S:14]([N:11]2[CH:12]=[CH:13][C:9](/[CH:8]=[CH:7]/[C:6]([OH:24])=[O:5])=[CH:10]2)(=[O:15])=[O:16])=[CH:22][CH:21]=1. Procedure details: 1.60 g of (E)-3-[1-(toluene-4-sulfonyl)-1H-pyrrol-3yl]-acrylic acid tert-butyl ester (compound C1) are dissolved in 70 ml of dichloromethane at ambient temperature. Then 7 ml of trifluoroacetic acid (TFA) are added and stirred for 4 hours. The solvent is evaporated to dryness and to the residue are added 30 ml of water. The water phase is extracted exhaustively with ethyl acetate. Then the organic phase is dried over sodium sulfate. The filtrate is evaporated and dried under vacuo to give 0.951 ...